From a dataset of the Open Reaction Database (ORD), a public repository of structured organic reaction records. describe an organic reaction: reactants, conditions, products, and yield Reactants: O=C([O-])O, COc1ccc2c(=O)n(C)c(C3CCCNC3)c(-c3ccccc3)c2c1, CC(=O)Cl, CCN(C(C)C)C(C)C, ClCCl, [Na+]. Product: COc1ccc2c(=O)n(C)c(C3CCCN(C(C)=O)C3)c(-c3ccccc3)c2c1. RXN SMILES: [C:40](=[O:41])([OH:42])[O-:43].[CH3:1][O:2][c:3]1[cH:4][c:5]2[c:6](-[c:21]3[cH:22][cH:23][cH:24][cH:25][cH:26]3)[c:7]([CH:15]3[CH2:16][NH:17][CH2:18][CH2:19][CH2:20]3)[n:8]([CH3:14])[c:9](=[O:13])[c:10]2[cH:11][cH:12]1.[CH3:36][C:37]([Cl:38])=[O:39].[CH:27]([N:28]([CH2:29][CH3:30])[CH:31]([CH3:32])[CH3:33])([CH3:34])[CH3:35].[Cl:45][CH2:46][Cl:47].[Na+:44]>>[CH3:1][O:2][c:3]1[cH:4][c:5]2[c:6](-[c:21]3[cH:22][cH:23][cH:24][cH:25][cH:26]3)[c:7]([CH:15]3[CH2:16][N:17]([C:37]([CH3:36])=[O:39])[CH2:18][CH2:19][CH2:20]3)[n:8]([CH3:14])[c:9](=[O:13])[c:10]2[cH:11][cH:12]1. Reactants: FC1=CC=C(C=C1)SC1=CC=C(O1)C1=CC(CC1)NO (N-[3-[5-(4-fluorophenylthio)-2-furyl]-2-cyclopenten-1-yl]-N-hydroxylamine), [Si](C)(C)(C)N=C=O (TMSNCO), CCO (EtOH). Product: FC1=CC=C(C=C1)SC1=CC=C(O1)C1=CC(CC1)N(C(=O)N)O (N-[3-[5-(4-Fluorophenylthio)-2-furyl]-2-cyclopenten-1-yl]-N-hydroxyurea). RXN SMILES: [F:1][C:2]1[CH:7]=[CH:6][C:5]([S:8][C:9]2[O:13][C:12]([C:14]3[CH2:18][CH2:17][CH:16]([NH:19][OH:20])[CH:15]=3)=[CH:11][CH:10]=2)=[CH:4][CH:3]=1.[Si]([N:25]=[C:26]=[O:27])(C)(C)C.CCO>C1COCC1>[F:1][C:2]1[CH:7]=[CH:6][C:5]([S:8][C:9]2[O:13][C:12]([C:14]3[CH2:18][CH2:17][CH:16]([N:19]([OH:20])[C:26]([NH2:25])=[O:27])[CH:15]=3)=[CH:11][CH:10]=2)=[CH:4][CH:3]=1. Solvent: C1CCOC1 (THF). Isolated yield 32.3%. Conditions: time 1 hour. Procedure details: To a stirred solution of N-[3-[5-(4-fluorophenylthio)-2-furyl]-2-cyclopenten-1-yl]-N-hydroxylamine (1.35 g; 4.64 mM) in THF (13 ml) was added TMSNCO (0.755 g; 5.56 mM) at room temperature under N2. After stirring for 1 hr, EtOH (20 ml) was added. Volatiles were removed, and the resulting residue was recrystallized from ethyl acetate-EtOH (20 ml-120 ml) to provide 0.5 g of the title compound as a colorless solid. Reported procedure: 1-Nitro-5,6,7,8-tetrahydronaphthalen-2-yl triflate and tert-butyl 3-aminophenylcarbamate were used in a process similar to Example 1(1) to give the titled compound. Reaction SMILES: O([C:9]1[CH:18]=[CH:17][C:16]2[CH2:15][CH2:14][CH2:13][CH2:12][C:11]=2[C:10]=1[N+:19]([O-:21])=[O:20])S(C(F)(F)F)(=O)=O.[NH2:22][C:23]1[CH:24]=[C:25]([NH:29][C:30](=[O:36])[O:31][C:32]([CH3:35])([CH3:34])[CH3:33])[CH:26]=[CH:27][CH:28]=1>>[N+:19]([C:10]1[C:11]2[CH2:12][CH2:13][CH2:14][CH2:15][C:16]=2[CH:17]=[CH:18][C:9]=1[NH:22][C:23]1[CH:28]=[CH:27][CH:26]=[C:25]([NH:29][C:30]([O:31][C:32]([CH3:35])([CH3:34])[CH3:33])=[O:36])[CH:24]=1)([O-:21])=[O:20]. Yields the product [N+](=O)([O-])C1=C(C=CC=2CCCCC12)NC1=CC(=CC=C1)NC(=O)OC(C)(C)C (1-Nitro-2-(3-tert-butoxycarbonylaminophenyl)amino-5,6,7,8-tetrahydronaphthalene). Reactants: O(S(=O)(=O)C(F)(F)F)C1=C(C=2CCCCC2C=C1)[N+](=O)[O-] (1-Nitro-5,6,7,8-tetrahydronaphthalen-2-yl triflate), NC=1C=C(C=CC1)NC(OC(C)(C)C)=O (tert-butyl 3-aminophenylcarbamate). Starting materials: C[Mg]Br (methyl magnesium bromide), C(=O)C1=C(C=C(C(=O)OC)C=C1)OC (methyl 4-formyl-3-methoxybenzoate), [Cl-].[NH4+] (ammonium chloride). The solvent is C1CCOC1 (THF). Run at time 1 hour. The product is OC(C)C1=C(C=C(C(=O)OC)C=C1)OC (methyl 4-(1-hydroxyethyl)-3-methoxybenzoate). RXN SMILES: [CH:1]([C:3]1[CH:12]=[CH:11][C:6]([C:7]([O:9][CH3:10])=[O:8])=[CH:5][C:4]=1[O:13][CH3:14])=[O:2].[CH3:15][Mg]Br.[Cl-].[NH4+]>C1COCC1>[OH:2][CH:1]([C:3]1[CH:12]=[CH:11][C:6]([C:7]([O:9][CH3:10])=[O:8])=[CH:5][C:4]=1[O:13][CH3:14])[CH3:15] |f:2.3|. Procedure details: To a mixture of methyl 4-formyl-3-methoxybenzoate (3.30 g) and THF (30 mL) was added dropwise methyl magnesium bromide (3 M diethyl ether solution, 3.60 mL) under ice-cooling. After dropwise addition, the mixture was stirred for 1 hour under ice-cooling. A saturated aqueous ammonium chloride solution was added thereto to stop the reaction, followed by extraction with ethyl acetate. The organic layer was washed with saturated brine, and then dried over an aqueous anhydrous sodium sulfate solution... Yields the product N(=[N+]=[N-])CCCCC=1NC(=C(C(C1C(=O)O)C1=CC=C(C=C1)[N+](=O)[O-])C(=O)OC)C (2-(4-azidobutyl)-1,4-dihydro-5-methoxycarbonyl-6-methyl-4-(4-nitrophenyl) pyridine-3-carboxylic acid). As a reaction SMILES: [N:1]([CH2:4][CH2:5][CH2:6][CH2:7][C:8]1[NH:9][C:10]([CH3:34])=[C:11]([C:30]([O:32][CH3:33])=[O:31])[CH:12]([C:21]2[CH:26]=[CH:25][C:24]([N+:27]([O-:29])=[O:28])=[CH:23][CH:22]=2)[C:13]=1[C:14]([O:16]CCC#N)=[O:15])=[N+:2]=[N-:3].[OH-].[K+]>CC(C)=O>[N:1]([CH2:4][CH2:5][CH2:6][CH2:7][C:8]1[NH:9][C:10]([CH3:34])=[C:11]([C:30]([O:32][CH3:33])=[O:31])[CH:12]([C:21]2[CH:22]=[CH:23][C:24]([N+:27]([O-:29])=[O:28])=[CH:25][CH:26]=2)[C:13]=1[C:14]([OH:16])=[O:15])=[N+:2]=[N-:3] |f:1.2|. The reactants are N(=[N+]=[N-])CCCCC=1NC(=C(C(C1C(=O)OCCC#N)C1=CC=C(C=C1)[N+](=O)[O-])C(=O)OC)C (2-(4-azidobutyl)-3-(2-cyanoethoxy)carbonyl-1,4-dihydro-5-methoxycarbonyl-6-methyl-4-(4-nitrophenyl)pyridine), [OH-].[K+] (KOH). Procedure: A solution of 2-(4-azidobutyl)-3-(2-cyanoethoxy)carbonyl-1,4-dihydro-5-methoxycarbonyl-6-methyl-4-(4-nitrophenyl)pyridine (1.38 g, 2.95 mmol) in 10 ml acetone was treated with 15 ml 1N KOH solution at 0° C. for 1 hr. The acetone was removed in vacuo and the aqueous layer was acidified to pH=3 by 2N hydrochloric acid, the resulting yellow precipitate was collected by filtration, washed with 10 ml of cold water and dried in vacuo to yield 750 mg (61% yield) of 2-(4-azidobutyl)-1,4-dihydro-5-methox... Yield: 61.2%. The solvent is CC(=O)C (acetone). The reactants are II (iodine), [I].[K] (potassium iodine), N1C=CC2=CC=CC=C12 (indole), N1C(NCC1)=S (2-imidazolidinethione). Solvent: O (water), CO (methanol), CO (methanol). Reaction conditions: time 2 hour. The product is I.N1C(=NCC1)SC1=CNC2=CC=CC=C12 (3-(2-imidazolin-2-ylthio)-indole hydriodide). As a reaction SMILES: [NH:1]1[C:9]2[C:4](=[CH:5][CH:6]=[CH:7][CH:8]=2)[CH:3]=[CH:2]1.[NH:10]1[CH2:14][CH2:13][NH:12][C:11]1=[S:15].[I:16]I.[I].[K]>CO.O>[IH:16].[NH:12]1[CH2:13][CH2:14][N:10]=[C:11]1[S:15][C:3]1[C:4]2[C:9](=[CH:8][CH:7]=[CH:6][CH:5]=2)[NH:1][CH:2]=1 |f:3.4,7.8,^1:17,18|. Procedure: A mixture of 11.7 g indole in 100 ml methanol and 10.2 g 2-imidazolidinethione in 150 ml methanol is added to a well-stirred solution of 25.4 g iodine and 50 g potassium iodine in 100 ml water. The mixture is stirred for 2 hours at room temperature. The clear solution is concentrated in vacuo to one third of the original volume and cooled. The solid which separates is filtered off, dried and recrystallised from alcohol-ether to give 3-(2-imidazolin-2-ylthio)-indole hydriodide of the formula ##ST... Starting materials: CCN(C(C)C)C(C)C, ClCCl, COC(=O)c1ccc2c(c1)CC(C)(C)C(c1ccccc1N)N2, O=C(O)C1CC1, O=P(Cl)(Cl)Cl. The product is COC(=O)c1ccc2c(c1)CC(C)(C)C(c1ccccc1NC(=O)C1CC1)N2. RXN SMILES: [CH:30]([N:31]([CH2:32][CH3:33])[CH:34]([CH3:35])[CH3:36])([CH3:37])[CH3:38].[Cl:44][CH2:45][Cl:46].[NH2:1][c:2]1[c:3]([CH:8]2[NH:9][c:10]3[cH:11][cH:12][c:13]([C:20](=[O:21])[O:22][CH3:23])[cH:14][c:15]3[CH2:16][C:17]2([CH3:18])[CH3:19])[cH:4][cH:5][cH:6][cH:7]1.[OH:24][C:25](=[O:26])[CH:27]1[CH2:28][CH2:29]1.[P:39]([Cl:40])([Cl:41])([Cl:42])=[O:43]>>[NH:1]([c:2]1[c:3]([CH:8]2[NH:9][c:10]3[cH:11][cH:12][c:13]([C:20](=[O:21])[O:22][CH3:23])[cH:14][c:15]3[CH2:16][C:17]2([CH3:18])[CH3:19])[cH:4][cH:5][cH:6][cH:7]1)[C:25](=[O:24])[CH:27]1[CH2:28][CH2:29]1. As a reaction SMILES: [O:1]1[CH2:23][CH:2]1[CH2:3][O:4][C:5]1[CH:14]=[C:13]2[C:8]([CH:9]([C:17]3[CH:22]=[CH:21][CH:20]=[CH:19][CH:18]=3)[CH2:10][C:11]([CH3:16])([CH3:15])[O:12]2)=[CH:7][CH:6]=1.[CH3:24][NH2:25]>>[OH:1][CH:2]([CH2:23][NH:25][CH3:24])[CH2:3][O:4][C:5]1[CH:14]=[C:13]2[C:8]([CH:9]([C:17]3[CH:22]=[CH:21][CH:20]=[CH:19][CH:18]=3)[CH2:10][C:11]([CH3:16])([CH3:15])[O:12]2)=[CH:7][CH:6]=1. The product is OC(COC1=CC=C2C(CC(OC2=C1)(C)C)C1=CC=CC=C1)CNC (7-(2-hydroxy-3-methylaminopropoxy)-2,2-dimethyl-4-phenylchroman). Procedure: Reaction of 7-(2,3-epoxypropoxy)-2,2-dimethyl-4-phenylchroman with methylamine by an analogous method to that described in Example 2 gave 7-(2-hydroxy-3-methylaminopropoxy)-2,2-dimethyl-4-phenylchroman isolated as its hydrochloride salt, (57%), m.p. 182°-183°. Reactants: O1C(COC2=CC=C3C(CC(OC3=C2)(C)C)C2=CC=CC=C2)C1 (7-(2,3-epoxypropoxy)-2,2-dimethyl-4-phenylchroman), CN (methylamine). Reactants: C1(CC1)COC1=C(C=CC(=N1)C(=O)O)N1CC(C1)(F)F (6-cyclopropylmethoxy-5-(3,3-difluoro-azetidin-1-yl)-pyridine-2-carboxylic acid), Cl.FC1(CNC1)C (3-fluoro-3-methylazetidine hydrochloride). Product: C1(CC1)COC1=C(C=CC(=N1)C(=O)N1CC(C1)(C)F)N1CC(C1)(F)F ([6-(Cyclopropylmethoxy)-5-(3,3-difluoroazetidin-1-yl)-2-pyridyl]-(3-fluoro-3-methyl-azetidin-1-yl)methanone). Yield: 24.0%. As a reaction SMILES: [CH:1]1([CH2:4][O:5][C:6]2[N:11]=[C:10]([C:12]([OH:14])=O)[CH:9]=[CH:8][C:7]=2[N:15]2[CH2:18][C:17]([F:20])([F:19])[CH2:16]2)[CH2:3][CH2:2]1.Cl.[F:22][C:23]1([CH3:27])[CH2:26][NH:25][CH2:24]1>>[CH:1]1([CH2:4][O:5][C:6]2[N:11]=[C:10]([C:12]([N:25]3[CH2:26][C:23]([F:22])([CH3:27])[CH2:24]3)=[O:14])[CH:9]=[CH:8][C:7]=2[N:15]2[CH2:18][C:17]([F:20])([F:19])[CH2:16]2)[CH2:2][CH2:3]1 |f:1.2|. Reported procedure: In analogy to the procedure described in Example 127 e), 6-cyclopropylmethoxy-5-(3,3-difluoro-azetidin-1-yl)-pyridine-2-carboxylic acid (Example 1 b, 20 mg, 70.4 μmol) was reacted with 3-fluoro-3-methylazetidine hydrochloride (CAN 1427379-42-7, 10.6 mg, 84.4 μmol) to obtain the title compound (6 mg, 24%) as off-white solid, MS (ESI): m/e=356.2 [MH+].